Dataset: the Open Reaction Database (ORD), a public repository of structured organic reaction records. Task: describe an organic reaction: reactants, conditions, products, and yield Reactants: CCc1c([N+](=O)[O-])c(C(N)=O)nn1CCOC, CO. The product is CCc1c(N)c(C(N)=O)nn1CCOC. Reaction SMILES: [CH2:1]([CH3:2])[c:3]1[c:4]([N+:15]([O-:16])=[O:17])[c:5]([C:12](=[O:13])[NH2:14])[n:6][n:7]1[CH2:8][CH2:9][O:10][CH3:11].[CH3:18][OH:19]>>[CH2:1]([CH3:2])[c:3]1[c:4]([NH2:15])[c:5]([C:12](=[O:13])[NH2:14])[n:6][n:7]1[CH2:8][CH2:9][O:10][CH3:11]. The reactants are CCOC(=O)C(F)P(=O)(OCC)OCC (triethyl-2-fluoro-2-phosphonoacetate), ClC=1C(=C(C=C2C(=CC(OC12)(C)C)C(C)C)C(CC)=O)OCC (1-(8-chloro-4-isopropyl-7-ethoxy-2,2-dimethyl-2H-chromen-6-yl)-propan-1-one), ClC=1C(=C(C=C2C(=CC(OC12)(C)C)C(C)C)C(CC)=O)OCC (1-(8-chloro-4-isopropyl-7-ethoxy-2,2-dimethyl-2H-chromen-6-yl)-propan-1-one). The product is ClC=1C(=C(C=C2C(=CC(OC12)(C)C)C(C)C)/C(=C(\C(=O)OCC)/F)/CC)OCC (Ethyl(2E)-3-(8-chloro-4-isopropyl-7-ethoxy-2,2-dimethyl-2H-chromen-6-yl)-2-fluoro-pent-2-enoate). RXN SMILES: [CH3:1][CH2:2][O:3][C:4]([CH:6](P(OCC)(OCC)=O)[F:7])=[O:5].[Cl:16][C:17]1[C:18]([O:36][CH2:37][CH3:38])=[C:19]([C:32](=O)[CH2:33][CH3:34])[CH:20]=[C:21]2[C:26]=1[O:25][C:24]([CH3:28])([CH3:27])[CH:23]=[C:22]2[CH:29]([CH3:31])[CH3:30]>>[Cl:16][C:17]1[C:18]([O:36][CH2:37][CH3:38])=[C:19](/[C:32](/[CH2:33][CH3:34])=[C:6](/[F:7])\[C:4]([O:3][CH2:2][CH3:1])=[O:5])[CH:20]=[C:21]2[C:26]=1[O:25][C:24]([CH3:28])([CH3:27])[CH:23]=[C:22]2[CH:29]([CH3:30])[CH3:31]. Reported procedure: Following General Procedure K, triethyl-2-fluoro-2-phosphonoacetate (0.14 mL, 0.67 mmol) and 1-(8-chloro-4-isopropyl-7-ethoxy-2,2-dimethyl-2H-chromen-6-yl)-propan-1-one (Compound 141, 75 mg, 0.23 mmol) were reacted to give the title compound as a yellow oil after purification by flash chromatography (silica gel, 1:9 ethyl acetate/hexane). Reported procedure: In a like manner and using analogous quantities, but employing N,N-di-(2,3-dihydroxypropyl)trimethylenediamine and 1,1,5-tri-(2,3-dihydroxypropyl)-1,5,9-triazanonane instead of 3,3'-(2,3-dihydroxypropylimino)bispropylamine there are prepared respectively N-[1,5-di-(phenyl)-3-pentyl]-N'-di-(2,3-dihydroxypropyl)trimethylenediamine, and 1-[1,5-di-(phenyl)-3-pentyl]-5-(2,3-dihydroxypropyl)-9,9-di-(2,3-dihydroxypropyl)-1,5,9-triazanonane. Reactants: OC(CN(CCCN)CC(CO)O)CO (N,N-di-(2,3-dihydroxypropyl)trimethylenediamine), OC(CN(CCCN(CCCN)CC(CO)O)CC(CO)O)CO (1,1,5-tri-(2,3-dihydroxypropyl)-1,5,9-triazanonane), N-[1,5-di-(phenyl)-3-pentyl]-N'-di-(2,3-dihydroxypropyl)trimethylenediamine, C1(=CC=CC=C1)CCC(CCC1=CC=CC=C1)NCCCN(CCCN(CC(CO)O)CC(CO)O)CC(CO)O (1-[1,5-di-(phenyl)-3-pentyl]-5-(2,3-dihydroxypropyl)-9,9-di-(2,3-dihydroxypropyl)-1,5,9-triazanonane). The product is C1(=CC=CC=C1)CCC(CCC1=CC=CC=C1)NCCCN(CCCN)CC(CO)O (1-[1,5-Di-(phenyl)-3-pentyl]-5-(2,3-dihydroxypropyl)-1,5,9-triazanonane). Reaction SMILES: OC(CO)CN(CC(O)CO)CCCN.OC(CO)CN(CC(O)CO)CCCN(CC(O)CO)CCCN.[C:40]1([CH2:46][CH2:47][CH:48]([NH:57][CH2:58][CH2:59][CH2:60][N:61]([CH2:76][CH:77]([OH:80])[CH2:78][OH:79])[CH2:62][CH2:63][CH2:64][N:65](CC(O)CO)CC(O)CO)[CH2:49][CH2:50][C:51]2[CH:56]=[CH:55][CH:54]=[CH:53][CH:52]=2)[CH:45]=[CH:44][CH:43]=[CH:42][CH:41]=1>>[C:40]1([CH2:46][CH2:47][CH:48]([NH:57][CH2:58][CH2:59][CH2:60][N:61]([CH2:76][CH:77]([OH:80])[CH2:78][OH:79])[CH2:62][CH2:63][CH2:64][NH2:65])[CH2:49][CH2:50][C:51]2[CH:52]=[CH:53][CH:54]=[CH:55][CH:56]=2)[CH:41]=[CH:42][CH:43]=[CH:44][CH:45]=1. The reactants are Cl (hydrochloric acid), C(C)OC(=O)C=1N=CSC1C(=O)OCC (4,5-Diethoxycarbonylthiazole), O (Water), [BH4-].[Na+] (sodium borohydride). Solvent: C(C)O (ethanol). Reaction conditions: time 12 hour. Product: C(C)OC(=O)C=1N=CSC1CO (4-ethoxycarbonyl-5-hydroxymethylthiazole). Isolated yield 39.3%. Reaction SMILES: [CH2:1]([O:3][C:4]([C:6]1[N:7]=[CH:8][S:9][C:10]=1[C:11](OCC)=[O:12])=[O:5])[CH3:2].[BH4-].[Na+].O.Cl>C(O)C>[CH2:1]([O:3][C:4]([C:6]1[N:7]=[CH:8][S:9][C:10]=1[CH2:11][OH:12])=[O:5])[CH3:2] |f:1.2|. Procedure details: 4,5-Diethoxycarbonylthiazole (7.13 g) was dissolved in 100 ml of ethanol, 2.20 g of sodium borohydride was added to the solution in an argon atmosphere under ice cooling, and the mixture was stirred at room temperature for 12 hr. Water was added to the reaction solution, the mixture was adjusted to pH 4.5 by the addition of 1 N aqueous hydrochloric acid, and the organic solvent was removed by distillation under the reduced pressure. The remaining aqueous solution was extracted five times with ch... Starting materials: CC(C)(C)OC(=O)CCN, CC(=O)c1ccc(C(=O)O)cc1, ClCCCl, ClCCCl, CN(C)c1ccncc1, CCN(C(C)C)C(C)C, ClCCl, Cl, Cl. Product: CC(=O)c1ccc(C(=O)NCCC(=O)OC(C)(C)C)cc1. Reaction SMILES: [C:14]([CH3:15])([CH3:16])([CH3:17])[O:18][C:19]([CH2:20][CH2:21][NH2:22])=[O:23].[C:1]([CH3:2])(=[O:3])[c:4]1[cH:5][cH:6][c:7]([C:8](=[O:9])[OH:10])[cH:11][cH:12]1.[CH2:33]([Cl:34])[CH2:35][Cl:36].[CH2:50]([Cl:51])[CH2:52][Cl:53].[CH3:38][N:39]([c:40]1[cH:41][cH:42][n:43][cH:44][cH:45]1)[CH3:46].[CH:24]([N:25]([CH2:26][CH3:27])[CH:28]([CH3:29])[CH3:30])([CH3:31])[CH3:32].[Cl:47][CH2:48][Cl:49].[ClH:13].[ClH:37]>>[C:1]([CH3:2])(=[O:3])[c:4]1[cH:5][cH:6][c:7]([C:8](=[O:10])[NH:22][CH2:21][CH2:20][C:19]([O:18][C:14]([CH3:15])([CH3:16])[CH3:17])=[O:23])[cH:11][cH:12]1.